This data is from the Open Reaction Database (ORD), a public repository of structured organic reaction records. The task is: describe an organic reaction: reactants, conditions, products, and yield Starting materials: CCc1nc2ccccc2n1-c1nc(N2CCOCC2)c2nc(CC3CNC3)n(C)c2n1, O=C1COC1. Product: CCc1nc2ccccc2n1-c1nc(N2CCOCC2)c2nc(CC3CN(C4COC4)C3)n(C)c2n1. As a reaction SMILES: [NH:1]1[CH2:2][CH:3]([CH2:5][c:6]2[n:7]([CH3:32])[c:8]3[n:9][c:10](-[n:21]4[c:22]([CH2:30][CH3:31])[n:23][c:24]5[c:25]4[cH:26][cH:27][cH:28][cH:29]5)[n:11][c:12]([N:15]4[CH2:16][CH2:17][O:18][CH2:19][CH2:20]4)[c:13]3[n:14]2)[CH2:4]1.[O:33]1[CH2:34][C:35](=[O:37])[CH2:36]1>>[N:1]1([CH:35]2[CH2:34][O:33][CH2:36]2)[CH2:2][CH:3]([CH2:5][c:6]2[n:7]([CH3:32])[c:8]3[n:9][c:10](-[n:21]4[c:22]([CH2:30][CH3:31])[n:23][c:24]5[c:25]4[cH:26][cH:27][cH:28][cH:29]5)[n:11][c:12]([N:15]4[CH2:16][CH2:17][O:18][CH2:19][CH2:20]4)[c:13]3[n:14]2)[CH2:4]1. The reactants are NC1=NC2=CC(=C(C=C2N=C1Cl)Cl)Cl (2-amino-3,6,7-tri chloroquinoxaline), C[O-].[Na+] (sodium methoxide). The solvent is O1CCCC1 (tetrahydrofuran), CO (methanol). Reaction conditions: time 1 hour. Product: NC1=NC2=CC(=C(C=C2N=C1OC)Cl)Cl (2-Amino-6,7-dichloro-3-methoxyquinoxaline). Isolated yield 80.0%. As a reaction SMILES: [NH2:1][C:2]1[C:11](Cl)=[N:10][C:9]2[C:4](=[CH:5][C:6]([Cl:14])=[C:7]([Cl:13])[CH:8]=2)[N:3]=1.[CH3:15][O-:16].[Na+]>O1CCCC1.CO>[NH2:1][C:2]1[C:11]([O:16][CH3:15])=[N:10][C:9]2[C:4](=[CH:5][C:6]([Cl:14])=[C:7]([Cl:13])[CH:8]=2)[N:3]=1 |f:1.2|. Procedure: To 2-amino-3,6,7-tri chloroquinoxaline (1.54 g, 6.20 mmol) dissolved in tetrahydrofuran (40 ml), 25 wt % sodium methoxide (2.01 g, 9.30 mmol) in methanol was added at room temperature and stirred further at room temperature for 1 hour. The resulting mixture was concentrated under the reduced pressure to remove the solvent. The product was extracted with ethyl acetate and the organic layer was washed with water and dried over MgSO4. After concentration under the reduced pressure, the crude produc...